This data is from the Open Reaction Database (ORD), a public repository of structured organic reaction records. The task is: describe an organic reaction: reactants, conditions, products, and yield Reactants: CS(=O)(=O)OCC1COC2=C1C=C(C=C2)F (2,3-dihydro-5-fluorobenzofuran-3-ylmethyl methanesulfonate), O (water), C(CC(=O)OC)(=O)OC (Dimethyl malonate), CC(C)([O-])C.[K+] (potassium tert-butoxide). Run in CN1CCCC1=O (NMP), CN1CCCC1=O (NMP). Reaction conditions: temperature 60 celsius, time 4 hour. Yields the product FC=1C=CC2=C(C(CO2)CC(C(=O)OC)C(=O)OC)C1 (dimethyl 2-(2,3-dihydro-5-fluorobenzofuran-3-ylmethyl)malonate). Yield: 90.1%. As a reaction SMILES: [C:1]([O:8][CH3:9])(=[O:7])[CH2:2][C:3]([O:5][CH3:6])=[O:4].CC(C)([O-])C.[K+].CS(O[CH2:21][CH:22]1[C:26]2[CH:27]=[C:28]([F:31])[CH:29]=[CH:30][C:25]=2[O:24][CH2:23]1)(=O)=O.O>CN1C(=O)CCC1>[F:31][C:28]1[CH:29]=[CH:30][C:25]2[O:24][CH2:23][CH:22]([CH2:21][CH:2]([C:1]([O:8][CH3:9])=[O:7])[C:3]([O:5][CH3:6])=[O:4])[C:26]=2[CH:27]=1 |f:1.2|. Procedure details: Dimethyl malonate (262 g) was dissolved in NMP (2 l) and potassium tert-butoxide (202 g) was added portionwise keeping the temperature at 15-20° C. The mixture was heated to 60° C. and a solution of 2,3-dihydro-5-fluorobenzofuran-3-ylmethyl methanesulfonate (155 g) in NMP (150 ml) was added dropwise. The mixture was stirred for 4 h at 70-75° C. followed by addition of cold water. Extraction with ether, drying the ether phase over magnesium sulfate, followed by removal of solvent in vacuo gave di... Starting materials: CCCC[SnH](CCCC)CCCC, C1CCOC1, CC(C)NC(C)C, CC(C)OCCl, [Li]CCCC. Product: CCCC[Sn](CCCC)(CCCC)COC(C)C. As a reaction SMILES: [CH2:13]([CH2:14][CH2:15][CH3:16])[SnH:17]([CH2:18][CH2:19][CH2:20][CH3:21])[CH2:22][CH2:23][CH2:24][CH3:25].[CH2:32]1[O:33][CH2:34][CH2:35][CH2:36]1.[CH:1]([NH:2][CH:3]([CH3:4])[CH3:5])([CH3:6])[CH3:7].[CH:26]([CH3:27])([CH3:28])[O:29][CH2:30][Cl:31].[Li:8][CH2:9][CH2:10][CH2:11][CH3:12]>>[CH2:13]([CH2:14][CH2:15][CH3:16])[Sn:17]([CH2:18][CH2:19][CH2:20][CH3:21])([CH2:22][CH2:23][CH2:24][CH3:25])[CH2:30][O:29][CH:26]([CH3:27])[CH3:28].